Dataset: the Open Reaction Database (ORD), a public repository of structured organic reaction records. Task: describe an organic reaction: reactants, conditions, products, and yield Reactants: C(#C)C=1C(=NOC1C)C1=CC=CC=C1 (4-ethynyl-5-methyl-3-phenyl-isoxazole), BrC1=NC=C(C=C1)Cl (2-bromo-5-chloropyridine). Product: ClC=1C=CC(=NC1)C#CC=1C(=NOC1C)C1=CC=CC=C1 (5-Chloro-2-(5-methyl-3-phenyl-isoxazol-4-ylethynyl)-pyridine). The yield is 80.0%. RXN SMILES: [C:1]([C:3]1[C:4]([C:9]2[CH:14]=[CH:13][CH:12]=[CH:11][CH:10]=2)=[N:5][O:6][C:7]=1[CH3:8])#[CH:2].Br[C:16]1[CH:21]=[CH:20][C:19]([Cl:22])=[CH:18][N:17]=1>>[Cl:22][C:19]1[CH:20]=[CH:21][C:16]([C:2]#[C:1][C:3]2[C:4]([C:9]3[CH:14]=[CH:13][CH:12]=[CH:11][CH:10]=3)=[N:5][O:6][C:7]=2[CH3:8])=[N:17][CH:18]=1. Reported procedure: As described for example 11c, 4-ethynyl-5-methyl-3-phenyl-isoxazole (92 mg, 0.50 mmol) was converted (using 2-bromo-5-chloropyridine instead of 2-chloro-4-iodopyridine) to the title compound (SiO2, heptane:ethyl acetate=95:5 to 0:100, 118 mg, 80%) which was obtained as a light yellow solid. MS: m/e=297.3 [M+H]+.